describe an organic reaction: reactants, conditions, products, and yield From a dataset of the Open Reaction Database (ORD), a public repository of structured organic reaction records. The reactants are C1CCOC1, [H-], O=C(Cl)CCCO[N+](=O)[O-], CC(=O)Nc1ccc(O)cc1, [Na+]. The product is CC(=O)Nc1ccc(OC(=O)CCCO[N+](=O)[O-])cc1. RXN SMILES: [CH2:24]1[O:25][CH2:26][CH2:27][CH2:28]1.[H-:1].[N+:14](=[O:15])([O-:16])[O:17][CH2:18][CH2:19][CH2:20][C:21](=[O:22])[Cl:23].[NH:3]([C:4](=[O:5])[CH3:6])[c:7]1[cH:8][cH:9][c:10]([OH:13])[cH:11][cH:12]1.[Na+:2]>>[NH:3]([C:4](=[O:5])[CH3:6])[c:7]1[cH:8][cH:9][c:10]([O:13][C:21]([CH2:20][CH2:19][CH2:18][O:17][N+:14](=[O:15])[O-:16])=[O:22])[cH:11][cH:12]1. Product: NC1=NC(=C(C(=N1)N)N1CCN(CC1)C1=CC=C(C(=O)NCC(=O)O)C=C1)C (N-[4-[4-(2,4-Diamino-6-methyl-5-pyrimidinyl)-1-piperazinyl]benzoyl]-glycine). Reaction SMILES: C[O:2][C:3](=[O:29])[CH2:4][NH:5][C:6](=[O:28])[C:7]1[CH:12]=[CH:11][C:10]([N:13]2[CH2:18][CH2:17][N:16]([C:19]3[C:20]([NH2:27])=[N:21][C:22]([NH2:26])=[N:23][C:24]=3[CH3:25])[CH2:15][CH2:14]2)=[CH:9][CH:8]=1.[OH-].[Na+]>CO>[NH2:26][C:22]1[N:21]=[C:20]([NH2:27])[C:19]([N:16]2[CH2:15][CH2:14][N:13]([C:10]3[CH:9]=[CH:8][C:7]([C:6]([NH:5][CH2:4][C:3]([OH:29])=[O:2])=[O:28])=[CH:12][CH:11]=3)[CH2:18][CH2:17]2)=[C:24]([CH3:25])[N:23]=1 |f:1.2|. Conditions: time 16 hour. Procedure: A mixture of 1.5 g (3.76 mmole) of N-[4-[4-(2,4-diamino-6-methyl-5-pyrimidinyl)-1-piperazinyl]benzoylglycine methyl ester and 3.8 ml (3.8 mmole of a 1N aqueous sodium hydroxide solution in 500 ml of methanol was stirred at room temperature for 16 hours. The reaction mixture remained cloudy. A solution of 0.4 ml of 1N sodium hydroxide in 200 ml of methanol was added and the reaction mixture was stirred for another two hours and became clear solution. Methanol was removed in vacuo. The solid resid... Starting materials: COC(CNC(C1=CC=C(C=C1)N1CCN(CC1)C=1C(=NC(=NC1C)N)N)=O)=O (4-[4-(2,4-diamino-6-methyl-5-pyrimidinyl)-1-piperazinyl]benzoylglycine methyl ester), [OH-].[Na+] (sodium hydroxide), [OH-].[Na+] (sodium hydroxide). Run in CO (methanol), CO (methanol). Starting materials: N(=C=O)C1=C(C=CC=C1)SC (1-isocyanato-2-(methylsulfanyl)benzene), N[C@@H](CCN1CCC(CC1)C=1C=C(C=CC1)NC(C(C)C)=O)C1=CC=CC=C1 (N-(3-{1-[(3S)-3-amino-3-phenylpropyl]-4-piperidinyl}phenyl)-2-methylpropanamide). Product: CC(C(=O)NC1=CC(=CC=C1)C1CCN(CC1)CC[C@@H](C1=CC=CC=C1)NC(=O)NC1=C(C=CC=C1)SC)C (2-METHYL-N-(3-{1-[(3S)-3-({[2-(METHYLSULFANYL)ANILINO]CARBONYL}AMINO)-3-PHENYLPROPYL]-4-PIPERIDINYL}PHENYL)PROPANAMIDE). As a reaction SMILES: [N:1]([C:4]1[CH:9]=[CH:8][CH:7]=[CH:6][C:5]=1[S:10][CH3:11])=[C:2]=[O:3].[NH2:12][C@H:13]([C:34]1[CH:39]=[CH:38][CH:37]=[CH:36][CH:35]=1)[CH2:14][CH2:15][N:16]1[CH2:21][CH2:20][CH:19]([C:22]2[CH:23]=[C:24]([NH:28][C:29](=[O:33])[CH:30]([CH3:32])[CH3:31])[CH:25]=[CH:26][CH:27]=2)[CH2:18][CH2:17]1>>[CH3:31][CH:30]([CH3:32])[C:29]([NH:28][C:24]1[CH:25]=[CH:26][CH:27]=[C:22]([CH:19]2[CH2:18][CH2:17][N:16]([CH2:15][CH2:14][C@H:13]([NH:12][C:2]([NH:1][C:4]3[CH:9]=[CH:8][CH:7]=[CH:6][C:5]=3[S:10][CH3:11])=[O:3])[C:34]3[CH:35]=[CH:36][CH:37]=[CH:38][CH:39]=3)[CH2:21][CH2:20]2)[CH:23]=1)=[O:33]. Procedure details: Prepared by Procedure P and Scheme AB using 1-isocyanato-2-(methylsulfanyl)benzene and N-(3-{1-[(3S)-3-amino-3-phenylpropyl]-4-piperidinyl}phenyl)-2-methylpropanamide: ESMS m/e: 545.0 (M+H)+. The reactants are CO, [K+], [OH-], O, CS(=O)(=O)c1cnc2c(c1)cc(-c1ccccn1)n2S(=O)(=O)c1ccccc1. Product: CS(=O)(=O)c1cnc2[nH]c(-c3ccccn3)cc2c1. RXN SMILES: [CH3:32][OH:33].[K+:30].[OH-:29].[OH2:31].[c:1]1([S:2](=[O:3])(=[O:4])[n:10]2[c:11](-[c:23]3[n:24][cH:25][cH:26][cH:27][cH:28]3)[cH:12][c:13]3[c:14]2[n:15][cH:16][c:17]([S:19](=[O:20])(=[O:21])[CH3:22])[cH:18]3)[cH:5][cH:6][cH:7][cH:8][cH:9]1>>[nH:10]1[c:11](-[c:23]2[n:24][cH:25][cH:26][cH:27][cH:28]2)[cH:12][c:13]2[c:14]1[n:15][cH:16][c:17]([S:19](=[O:20])(=[O:21])[CH3:22])[cH:18]2. The reactants are CC(C)(C)OC(=O)N1CCc2ccc(Cl)c(CCl)c2CC1, [H-], [I-], [K+], [Na+], CN(C)C=O, Sc1cccs1. The product is CC(C)(C)OC(=O)N1CCc2ccc(Cl)c(CSc3cccs3)c2CC1. RXN SMILES: [C:9]([CH3:10])([CH3:11])([CH3:12])[O:13][C:14](=[O:15])[N:16]1[CH2:17][CH2:18][c:19]2[c:20]([c:23]([CH2:28][Cl:29])[c:24]([Cl:27])[cH:25][cH:26]2)[CH2:21][CH2:22]1.[H-:1].[I-:31].[K+:30].[Na+:2].[O:32]=[CH:33][N:34]([CH3:35])[CH3:36].[s:3]1[c:4]([SH:8])[cH:5][cH:6][cH:7]1>>[s:3]1[c:4]([S:8][CH2:28][c:23]2[c:20]3[c:19]([cH:26][cH:25][c:24]2[Cl:27])[CH2:18][CH2:17][N:16]([C:14]([O:13][C:9]([CH3:10])([CH3:11])[CH3:12])=[O:15])[CH2:22][CH2:21]3)[cH:5][cH:6][cH:7]1. Starting materials: ClC1=NC(=CN=C1)N1C(=NC(=C1)C#CC1=CC(=NC=C1)C)C (2-Chloro-6-[2-methyl-4-(2-methyl-pyridin-4-ylethynyl)-imidazol-1-yl]-pyrazine), C[O-].[Na+] (sodium methoxide). Solvent: CO (methanol). The product is COC1=NC(=CN=C1)N1C(=NC(=C1)C#CC1=CC(=NC=C1)C)C (2-Methoxy-6-[2-methyl-4-(2-methyl-pyridin-4-ylethynyl)-imidazol-1-yl]-pyrazine). RXN SMILES: Cl[C:2]1[CH:7]=[N:6][CH:5]=[C:4]([N:8]2[CH:12]=[C:11]([C:13]#[C:14][C:15]3[CH:20]=[CH:19][N:18]=[C:17]([CH3:21])[CH:16]=3)[N:10]=[C:9]2[CH3:22])[N:3]=1.[CH3:23][O-:24].[Na+]>CO>[CH3:23][O:24][C:2]1[CH:7]=[N:6][CH:5]=[C:4]([N:8]2[CH:12]=[C:11]([C:13]#[C:14][C:15]3[CH:20]=[CH:19][N:18]=[C:17]([CH3:21])[CH:16]=3)[N:10]=[C:9]2[CH3:22])[N:3]=1 |f:1.2|. Procedure: The title compound, MS: m/e=306.5 (M+H+) was prepared by treatment of 100 mg 0.32 mmol) 2-chloro-6-[2-methyl-4-(2-methyl-pyridin-4-ylethynyl)-imidazol-1-yl]-pyrazine (27) with 5 equiv. of sodium methoxide in 4 ml of methanol (3 h, 55° C.). The compound, after extraction with ethyl acetate/water, was purified by chromatography. Yield: 62 mg (0.203 mmol, 63%). Procedure: To a solution {7-[2-(3-fluoro-pyridin-2-yl)-imidazol-1-ylmethyl]-8-propyl-[1,2,4]triazolo[1,5-c]pyrimidin-2-yl}-methanol (compound 223, below) (31 mg, 0.08 mmol) in dichloromethane (5 mL) is added bis(2-methoxyethyl)aminosulfur trifluoride (0.2 ml, 50% in THF) at room temperature under N2. The mixture is stirred for two hours, and is poured into saturated NaHCO3 (10 mL), and after CO2 evolution ceases it is extracted into dichloromethane, dried (MgSO4), filtered and evaporated in vacuo. PTLC by ... Reactants: C(=O)(O)[O-].[Na+] (NaHCO3), C(=O)=O (CO2), FC=1C(=NC=CC1)C=1N(C=CN1)CC1=C(C=2N(C=N1)N=C(N2)CO)CCC ({7-[2-(3-fluoro-pyridin-2-yl)-imidazol-1-ylmethyl]-8-propyl-[1,2,4]triazolo[1,5-c]pyrimidin-2-yl}-methanol), FC=1C(=NC=CC1)C=1N(C=CN1)CC1=C(C=2N(C=N1)N=C(N2)CO)CCC ({7-[2-(3-fluoro-pyridin-2-yl)-imidazol-1-ylmethyl]-8-propyl-[1,2,4]triazolo[1,5-c]pyrimidin-2-yl}-methanol), COCCN(CCOC)S(F)(F)F (bis(2-methoxyethyl)aminosulfur trifluoride). Run in ClCCl (dichloromethane). Product: FCC1=NN2C=NC(=C(C2=N1)CCC)CN1C(=NC=C1)C1=NC=CC=C1F (2-Fluoromethyl-7-[2-(3-fluoro-pyridin-2-yl)-imidazol-1-ylmethyl]-8-propyl-[1,2,4]triazolo[1,5-c]pyrimidine). Reaction conditions: time 2 hour. As a reaction SMILES: [F:1][C:2]1[C:3]([C:8]2[N:9]([CH2:13][C:14]3[N:19]=[CH:18][N:17]4[N:20]=[C:21]([CH2:23]O)[N:22]=[C:16]4[C:15]=3[CH2:25][CH2:26][CH3:27])[CH:10]=[CH:11][N:12]=2)=[N:4][CH:5]=[CH:6][CH:7]=1.COCCN(S(F)(F)[F:38])CCOC.C([O-])(O)=O.[Na+].C(=O)=O>ClCCl>[F:38][CH2:23][C:21]1[N:22]=[C:16]2[N:17]([CH:18]=[N:19][C:14]([CH2:13][N:9]3[CH:10]=[CH:11][N:12]=[C:8]3[C:3]3[C:2]([F:1])=[CH:7][CH:6]=[CH:5][N:4]=3)=[C:15]2[CH2:25][CH2:26][CH3:27])[N:20]=1 |f:2.3|. Starting materials: Cc1cc(CN)[nH]n1, Cc1nc(N2CC(C)N(Cc3ccc(F)cc3)C2=O)sc1C(=O)O, Cc1nc(N2CC(C)N(Cc3ccc(F)cc3)C2=O)sc1C(=O)O, NCc1cccnc1. Yields the product Cc1cc(CNC(=O)c2sc(N3CC(C)N(Cc4ccc(F)cc4)C3=O)nc2C)[nH]n1. RXN SMILES: [CH3:9][c:10]1[n:11][nH:12][c:13]([CH2:15][NH2:16])[cH:14]1.[F:17][c:18]1[cH:19][cH:20][c:21]([CH2:22][N:23]2[C:24](=[O:38])[N:25]([c:29]3[s:30][c:31]([C:35](=[O:36])[OH:37])[c:32]([CH3:34])[n:33]3)[CH2:26][CH:27]2[CH3:28])[cH:39][cH:40]1.[F:41][c:42]1[cH:43][cH:44][c:45]([CH2:46][N:47]2[CH:48]([CH3:49])[CH2:50][N:51]([c:52]3[s:53][c:54]([C:55]([OH:56])=[O:57])[c:58]([CH3:59])[n:60]3)[C:61]2=[O:62])[cH:63][cH:64]1.[n:1]1[cH:2][cH:3][cH:4][c:5]([CH2:6][NH2:7])[cH:8]1>>[CH3:9][c:10]1[n:11][nH:12][c:13]([CH2:15][NH:16][C:35]([c:31]2[s:30][c:29]([N:25]3[C:24](=[O:38])[N:23]([CH2:22][c:21]4[cH:20][cH:19][c:18]([F:17])[cH:40][cH:39]4)[CH:27]([CH3:28])[CH2:26]3)[n:33][c:32]2[CH3:34])=[O:36])[cH:14]1. Starting materials: FC1=CC=C(OC2CCN(CC2)CCCN2C(C3=CC=CC=C3C2=O)=O)C=C1 (2-{3-[4-(4-fluorophenoxy)-1-piperidyl]propyl}-1H-isoindole-1,3(2H)-dione), NN (hydrazine), Cl (HCl), O (H2O). Solvent: CCO (EtOH). Conditions: time 8 hour. The product is FC1=CC=C(OC2CCN(CC2)CCCN)C=C1 (4-(4-Fluorophenoxy)-1-piperidinepropanamine). RXN SMILES: [F:1][C:2]1[CH:28]=[CH:27][C:5]([O:6][CH:7]2[CH2:12][CH2:11][N:10]([CH2:13][CH2:14][CH2:15][N:16]3C(=O)C4C(=CC=CC=4)C3=O)[CH2:9][CH2:8]2)=[CH:4][CH:3]=1.NN.Cl.O>CCO>[F:1][C:2]1[CH:3]=[CH:4][C:5]([O:6][CH:7]2[CH2:8][CH2:9][N:10]([CH2:13][CH2:14][CH2:15][NH2:16])[CH2:11][CH2:12]2)=[CH:27][CH:28]=1. Procedure details: 13.8 g (0.04 mol) of 2-{3-[4-(4-fluorophenoxy)-1-piperidyl]propyl}-1H-isoindole-1,3(2H)-dione and 3.9 ml (0.08 mol) of hydrazine in 280 ml of EtOH are reacted for 3 h at the refluxing temperature, and the mixture is then left overnight. 15 ml of concentrated HCl and 20 ml of H2O are then introduced. The mixture is left for 3 hours at the refluxing temperature, then filtered and concentrated. The residue is taken up with water, filtered and rinsed with water. The filtrate is washed twice with eth... Starting materials: C(CC1=CC=CC=C1)NC1CCC(CC1)C=1N=NN2C=NC3=C(C21)C=CN3 (N-phenethyl-4-(7H-pyrrolo[3,2-e][1,2,3]triazolo[1,5-c]pyrimidin-1-yl)cyclohexanamine), C=1(N=NN2C=NC3=C(C21)C=CN3)C3CCC(CC3)NC3=CC=C(C#N)C=C3 (4-{[4-(7H-pyrrolo[3,2-e][1,2,3]triazolo[1,5-c]pyrimidin-1-yl)cyclohexyl]amino}benzonitrile). Yields the product C(CC1=CC=CC=C1)N[C@@H]1CC[C@@H](CC1)C=1N=NN2C=NC3=C(C21)C=CN3 (cis-N-Phenethyl-4-(7H-pyrrolo[3,2-e][1,2,3]triazolo[1,5-c]pyrimidin-1-yl)cyclohexanamine), C(CC1=CC=CC=C1)N[C@@H]1CC[C@H](CC1)C=1N=NN2C=NC3=C(C21)C=CN3 (trans-N-Phenethyl-4-(7H-pyrrolo[3,2-e][1,2,3]triazolo[1,5-c]pyrimidin-1-yl)cyclohexanamine). Yield: 11.0%. As a reaction SMILES: [CH2:1]([NH:9][CH:10]1[CH2:15][CH2:14][CH:13]([C:16]2[N:17]=[N:18][N:19]3[C:24]=2[C:23]2[CH:25]=[CH:26][NH:27][C:22]=2[N:21]=[CH:20]3)[CH2:12][CH2:11]1)[CH2:2][C:3]1[CH:8]=[CH:7][CH:6]=[CH:5][CH:4]=1.C1(C2CCC(NC3C=CC(C#N)=CC=3)CC2)N=NN2C=1C1C=CNC=1N=C2>>[CH2:1]([NH:9][C@H:10]1[CH2:15][CH2:14][C@@H:13]([C:16]2[N:17]=[N:18][N:19]3[C:24]=2[C:23]2[CH:25]=[CH:26][NH:27][C:22]=2[N:21]=[CH:20]3)[CH2:12][CH2:11]1)[CH2:2][C:3]1[CH:8]=[CH:7][CH:6]=[CH:5][CH:4]=1.[CH2:1]([NH:9][C@H:10]1[CH2:15][CH2:14][C@H:13]([C:16]2[N:17]=[N:18][N:19]3[C:24]=2[C:23]2[CH:25]=[CH:26][NH:27][C:22]=2[N:21]=[CH:20]3)[CH2:12][CH2:11]1)[CH2:2][C:3]1[CH:8]=[CH:7][CH:6]=[CH:5][CH:4]=1. Reported procedure: The reactions in Synthetic Examplea 134 were carried out in substantially the same manners except that N-phenethyl-4-(7H-pyrrolo[3,2-e][1,2,3]triazolo[1,5-c]pyrimidin-1-yl)cyclohexanamine obtained in Synthetic Examplea 123 was used instead of 4-{[4-(7H-pyrrolo[3,2-e][1,2,3]triazolo[1,5-c]pyrimidin-1-yl)cyclohexyl]amino}benzonitrile to give cis-N-phenethyl-4-(7H-pyrrolo[3,2-e][1,2,3]triazolo[1,5-c]pyrimidin-1-yl)cyclohexanamine (Synthetic Examplea 135a; colorless solid, 3.22 mg, yield 16%) in a l...